Dataset: the Open Reaction Database (ORD), a public repository of structured organic reaction records. Task: describe an organic reaction: reactants, conditions, products, and yield Reactants: COC(=O)C1=C(C=2C(=NC=CN2)N=C1O)O (6,8-dihydroxypyrido[2,3-b]pyrazine-7-carboxylic acid methyl ester). Reagents/catalysts: S(O)(O)(=O)=O (sulfuric acid). The solvent is Cl (hydrochloric acid). Run at temperature 100 celsius, time 16 hour. The product is OC1=CC(NC2=NC=CN=C21)=O (8-hydroxy-5H-pyrido[2,3-b]pyrazin-6-one). Isolated yield 81.9%. As a reaction SMILES: COC([C:5]1[C:14]([OH:15])=[N:13][C:8]2=[N:9][CH:10]=[CH:11][N:12]=[C:7]2[C:6]=1[OH:16])=O>Cl.S(=O)(=O)(O)O>[OH:16][C:6]1[C:7]2[C:8](=[N:9][CH:10]=[CH:11][N:12]=2)[NH:13][C:14](=[O:15])[CH:5]=1. Procedure details: To a solution of 6,8-dihydroxypyrido[2,3-b]pyrazine-7-carboxylic acid methyl ester (5.0 g) in concentrated hydrochloric acid (36% by weight in water) was added a few drops of concentrated sulfuric acid at ambient temperature. The reaction mixture was then heated to 100° C. for four hours. The reaction mixture was allowed to cool to ambient temperature and stored at ambient temperature for 16 hours. Then the reaction mixture was concentrated and dried under high vacuum to give 8-hydroxy-5H-pyrido... The reactants are CCC1CC2C3CCC4=CC(=O)CCC4C3CCC2(C)C1OC(=O)CBr, CCOC(C)=O, CN(C)C=O, CCC(O)C(=O)O. Yields the product CCC(O)C(=O)OCC(=O)OC1C(CC)CC2C3CCC4=CC(=O)CCC4C3CCC21C. RXN SMILES: [CH2:8]([CH3:9])[CH:10]1[CH:11]([O:29][C:30]([CH2:31][Br:32])=[O:33])[C:12]2([CH3:13])[CH:14]([CH2:15]1)[CH:16]1[CH2:17][CH2:18][C:19]3=[CH:20][C:21](=[O:28])[CH2:22][CH2:23][CH:24]3[CH:25]1[CH2:26][CH2:27]2.[CH3:34][CH2:35][O:36][C:37](=[O:38])[CH3:39].[O:40]=[CH:41][N:42]([CH3:43])[CH3:44].[OH:1][CH:2]([C:3](=[O:4])[OH:5])[CH2:6][CH3:7]>>[OH:1][CH:2]([C:3]([O:4][CH2:31][C:30]([O:29][CH:11]1[CH:10]([CH2:8][CH3:9])[CH2:15][CH:14]2[C:12]1([CH3:13])[CH2:27][CH2:26][CH:25]1[CH:16]2[CH2:17][CH2:18][C:19]2=[CH:20][C:21](=[O:28])[CH2:22][CH2:23][CH:24]21)=[O:33])=[O:5])[CH2:6][CH3:7]. Starting materials: C1CCOC1, Cn1cc(-c2ccc(=O)n(Cc3cccc(-c4ncc(O)cn4)c3)n2)cn1, OCCN1CCOCC1, c1ccc(P(c2ccccc2)c2ccccc2)cc1. RXN SMILES: [CH2:28]1[O:29][CH2:30][CH2:31][CH2:32]1.[OH:1][c:2]1[cH:3][n:4][c:5](-[c:8]2[cH:9][c:10]([CH2:11][n:12]3[n:13][c:14](-[c:19]4[cH:20][n:21][n:22]([CH3:24])[cH:23]4)[cH:15][cH:16][c:17]3=[O:18])[cH:25][cH:26][cH:27]2)[n:6][cH:7]1.[OH:52][CH2:53][CH2:54][N:55]1[CH2:56][CH2:57][O:58][CH2:59][CH2:60]1.[c:33]1([P:34]([c:35]2[cH:36][cH:37][cH:38][cH:39][cH:40]2)[c:41]2[cH:42][cH:43][cH:44][cH:45][cH:46]2)[cH:47][cH:48][cH:49][cH:50][cH:51]1>>[O:1]([c:2]1[cH:3][n:4][c:5](-[c:8]2[cH:9][c:10]([CH2:11][n:12]3[n:13][c:14](-[c:19]4[cH:20][n:21][n:22]([CH3:24])[cH:23]4)[cH:15][cH:16][c:17]3=[O:18])[cH:25][cH:26][cH:27]2)[n:6][cH:7]1)[CH2:53][CH2:54][N:55]1[CH2:56][CH2:57][O:58][CH2:59][CH2:60]1. Product: Cn1cc(-c2ccc(=O)n(Cc3cccc(-c4ncc(OCCN5CCOCC5)cn4)c3)n2)cn1. The reactants are C(C1=CC=CC=C1)OC(C(C(=O)OCC1=CC=CC=C1)CCSC1=CC=CC=C1)=O (2-(2-phenylthioethyl)malonic acid dibenzyl ester), [OH-].[Na+] (sodium hydroxide). The solvent is O1CCOCC1 (dioxan). Reaction conditions: time 20 minute. Product: C(C1=CC=CC=C1)OC(C(C(=O)O)CCSC1=CC=CC=C1)=O (2-(2-Phenylthioethyl)malonic acid monobenzyl ester). As a reaction SMILES: [CH2:1]([O:8][C:9](=[O:30])[CH:10]([CH2:21][CH2:22][S:23][C:24]1[CH:29]=[CH:28][CH:27]=[CH:26][CH:25]=1)[C:11]([O:13]CC1C=CC=CC=1)=[O:12])[C:2]1[CH:7]=[CH:6][CH:5]=[CH:4][CH:3]=1.[OH-].[Na+]>O1CCOCC1>[CH2:1]([O:8][C:9](=[O:30])[CH:10]([CH2:21][CH2:22][S:23][C:24]1[CH:25]=[CH:26][CH:27]=[CH:28][CH:29]=1)[C:11]([OH:13])=[O:12])[C:2]1[CH:3]=[CH:4][CH:5]=[CH:6][CH:7]=1 |f:1.2|. Reported procedure: 21.2 g of 2-(2-phenylthioethyl)malonic acid dibenzyl ester are dissolved in 70 ml of dioxan. The solution is heated to 70°, and, whilst stirring, 50.5 ml of 1 N sodium hydroxide solution are added. Stirring is continued for 20 minutes at 70°, the mixture is cooled and the dioxan is distilled off at 40° under reduced pressure. The aqueous solution is covered with a layer of 100 ml of ether and acidified at 0° with 35 ml of 2 N hydrochloric acid. The ether phase is separated off and the aqueous ph...